This data is from the Open Reaction Database (ORD), a public repository of structured organic reaction records. The task is: describe an organic reaction: reactants, conditions, products, and yield Reactants: CCO, [Ca+2], [Cl-], [Cl-], [Fe], O=[N+]([O-])c1ccc(CCCn2ccnc2)cc1. Product: Nc1ccc(CCCn2ccnc2)cc1. As a reaction SMILES: [CH3:21][CH2:22][OH:23].[Ca+2:20].[Cl-:18].[Cl-:19].[Fe:24].[N+:1]([O-:2])(=[O:3])[c:4]1[cH:5][cH:6][c:7]([CH2:10][CH2:11][CH2:12][n:13]2[cH:14][n:15][cH:16][cH:17]2)[cH:8][cH:9]1>>[NH2:1][c:4]1[cH:5][cH:6][c:7]([CH2:10][CH2:11][CH2:12][n:13]2[cH:14][n:15][cH:16][cH:17]2)[cH:8][cH:9]1. Reactants: CC(O)c1nc2c(OCc3ccccc3)cccc2n1C, ClCCl. Product: CC(=O)c1nc2c(OCc3ccccc3)cccc2n1C. As a reaction SMILES: [CH2:1]([c:2]1[cH:3][cH:4][cH:5][cH:6][cH:7]1)[O:8][c:9]1[cH:10][cH:11][cH:12][c:13]2[n:14]([CH3:21])[c:15]([CH:18]([CH3:19])[OH:20])[n:16][c:17]12.[Cl:22][CH2:23][Cl:24]>>[CH2:1]([c:2]1[cH:3][cH:4][cH:5][cH:6][cH:7]1)[O:8][c:9]1[cH:10][cH:11][cH:12][c:13]2[n:14]([CH3:21])[c:15]([C:18]([CH3:19])=[O:20])[n:16][c:17]12. Starting materials: C(C)(C=1C=NC=CC1)=NO (3-acetylpyridine oxime), C(C1=CC=CC=C1)Br (benzyl bromide). Product: [Br-].C(C1=CC=CC=C1)N1CC(=CC=C1)C(C)=NO (1-benzyl-3-acetyl-pyridine-oxime bromide). Reported procedure: 7.4 g of 3-acetylpyridine oxime is dissolved in 80 cm3 of ethanol, 8 cm3 of benzyl bromide is added to it, with heating at reflux for 6 hours. The solvent is eliminated followed by crystallization from an ether/methanol mixture. 14.21 g of the expected product is obtained. m.p.=200°-201° C. Reaction SMILES: [C:1](=[N:9][OH:10])([C:3]1[CH:4]=[N:5][CH:6]=[CH:7][CH:8]=1)[CH3:2].[CH2:11]([Br:18])[C:12]1[CH:17]=[CH:16][CH:15]=[CH:14][CH:13]=1>C(O)C>[Br-:18].[CH2:11]([N:5]1[CH:6]=[CH:7][CH:8]=[C:3]([C:1](=[N:9][OH:10])[CH3:2])[CH2:4]1)[C:12]1[CH:17]=[CH:16][CH:15]=[CH:14][CH:13]=1 |f:3.4|. Run in C(C)O (ethanol). Reactants: C(C)OC(CNC1=C(C=C(C(=C1)F)Cl)[N+](=O)[O-])=O (N-(4-chloro-5-fluoro-2-nitrophenyl)glycine ethyl ester), N1C=NC=C1 (imidazole). The solvent is N1=CC=CC=C1 (pyridine). The product is C(C)OC(CNC1=C(C=C(C(=C1)N1C=NC=C1)Cl)[N+](=O)[O-])=O (N-[4-chloro-5-(1H-imidazol-1-yl)-2-nitrophenyl]glycine ethyl ester). Yield: 56.9%. Reaction SMILES: [CH2:1]([O:3][C:4](=[O:18])[CH2:5][NH:6][C:7]1[CH:12]=[C:11](F)[C:10]([Cl:14])=[CH:9][C:8]=1[N+:15]([O-:17])=[O:16])[CH3:2].[NH:19]1[CH:23]=[CH:22][N:21]=[CH:20]1>N1C=CC=CC=1>[CH2:1]([O:3][C:4](=[O:18])[CH2:5][NH:6][C:7]1[CH:12]=[C:11]([N:19]2[CH:23]=[CH:22][N:21]=[CH:20]2)[C:10]([Cl:14])=[CH:9][C:8]=1[N+:15]([O-:17])=[O:16])[CH3:2]. Procedure details: 1.16-1.47 (3H, m), 4.04 (2H, d, J=5.3 Hz) 4.16-4.45 (2H, m), 6.47 (1H, d, J=11.1 Hz), 8.25-8.67 (2H, m). 2) By using 0.66 g of N-(4-chloro-5-fluoro-2-nitrophenyl)glycine ethyl ester, 162 mg of imidazole and 4 ml of pyridine, 0.44 g (57%) of N-[4-chloro-5-(1H-imidazol-1-yl)-2-nitrophenyl]glycine ethyl ester was obtained. Reactants: CN(C=O)C (dimethylformamide), C(C)#N (acetonitrile), N[C@H]1[C@@H](C(OC2=C1C=C(C=C2)C#N)(C)C)O ((3S-trans)-4-amino-3,4-dihydro-3-hydroxy-2,2-dimethyl-2H-1-benzopyran-6-carbonitrile), C(#N)C=1C=CC2=C([C@H]([C@@H](C(O2)(C)C)O)N(C(N)=O)C=2C=C3CCCC3=CC2)C1 ((3S-trans)-3-(6-Cyano-3,4-dihydro-3-hydroxy-2,2-dimethyl-2H-1-benzopyran-4-yl)-N'-(2.3-dihydro-1-H-inden-5-yl)urea). Yields the product C(#N)C=1C=CC2=C([C@H]([C@@H](C(O2)(C)C)O)NC(=O)NC2=CC=C(C=C2)C2=NC=NO2)C1 ((3S-trans)-N-(6-Cyano-3,4-dihydro-3-hydroxy-2,2-dimethyl-2H-1-benzopyran-4-yl]-N'-[4-(1,2,4-oxadiazol-5-yl)phenyl]urea). The yield is 70.0%. RXN SMILES: N[C@@H]1[C:7]2[CH:8]=[C:9]([C:12]#[N:13])[CH:10]=[CH:11][C:6]=2OC(C)(C)[C@H]1O.[C:17]([C:19]1[CH:20]=[CH:21][C:22]2[O:27][C:26]([CH3:29])([CH3:28])[C@@H:25]([OH:30])[C@H:24]([N:31](C3C=C4C(=CC=3)CCC4)[C:32](=[O:34])[NH2:33])[C:23]=2[CH:44]=1)#[N:18].CN(C)C=[O:48].[C:50](#[N:52])C>>[C:17]([C:19]1[CH:20]=[CH:21][C:22]2[O:27][C:26]([CH3:28])([CH3:29])[C@@H:25]([OH:30])[C@H:24]([NH:31][C:32]([NH:33][C:6]3[CH:7]=[CH:8][C:9]([C:12]4[O:48][N:52]=[CH:50][N:13]=4)=[CH:10][CH:11]=3)=[O:34])[C:23]=2[CH:44]=1)#[N:18]. Procedure details: A mixture of (3S-trans)-4-amino-3,4-dihydro-3-hydroxy-2,2-dimethyl-2H-1-benzopyran-6-carbonitrile (0.65 g, 0.0030 mol, compound of Example 1, part B) and the compound of title B (1.37 g, 0.0042 mol) in acetonitrile (20 mL) and dimethylformamide (30 mL) was heated at 80° C. for two hours. The reaction mixture was concentrated in vacuo and the residue, diluted with ethyl acetate, was washed with 10% citric acid and water. The organic layer was dried over MgSO4 and concentrated in vacuo. The produc... The reactants are COC=1C=C(CN=C=S)C=CC1 (3-Methoxybenzyl isothiocyanate), Cl.Cl.CC1CN(CCN1CC1=CC(=C(C=C1)Cl)Cl)CC(C(C)C)NC(C1=CC=C(C=C1)C)=O (N-{1(RS)-[3-methyl-4-(3,4-dichlorobenzyl)piperazin-1-ylmethyl]-2-methylpropyl}-4-methylbenzamide dihydrochloride salt), C(=O)(OC(C)(C)C)N[C@@H](C(C)C)C(=O)O (N-BOC-valine). The solvent is C(Cl)Cl (methylene chloride). Conditions: time 2 hour. Yields the product ClC=1C=C(CN2CCN(CC2)CC(C(C)C)C2(CNC(=S)N)CC(=CC=C2)OC)C=CC1Cl (1-{1-(RS)-[4-(3,4-dichlorobenzyl)piperazin-1-ylmethyl]-2-methylpropyl}-3-methoxybenzyl-2-thiourea). Reaction SMILES: [CH3:1][O:2][C:3]1[CH:4]=[C:5]([CH:10]=[CH:11][CH:12]=1)[CH2:6][N:7]=[C:8]=[S:9].Cl.Cl.C[CH:16]1[N:21]([CH2:22][C:23]2[CH:28]=[CH:27][C:26]([Cl:29])=[C:25]([Cl:30])[CH:24]=2)[CH2:20][CH2:19][N:18]([CH2:31][CH:32](NC(=O)C2C=CC(C)=CC=2)[CH:33]([CH3:35])[CH3:34])[CH2:17]1.C([NH:53][C@H](C(O)=O)C(C)C)(OC(C)(C)C)=O>C(Cl)Cl>[Cl:30][C:25]1[CH:24]=[C:23]([CH:28]=[CH:27][C:26]=1[Cl:29])[CH2:22][N:21]1[CH2:20][CH2:19][N:18]([CH2:31][CH:32]([C:5]2([CH:10]=[CH:11][CH:12]=[C:3]([O:2][CH3:1])[CH2:4]2)[CH2:6][NH:7][C:8]([NH2:53])=[S:9])[CH:33]([CH3:35])[CH3:34])[CH2:17][CH2:16]1 |f:1.2.3|. Procedure: 3-Methoxybenzyl isothiocyanate (22 mg, 0.12 mmol) was added to a solution of 1-(RS)-[4-(3,4-dichlorobenzyl)piperazin-1-ylmethyl]-2-methylpropylamine (40 mg, 0.12 mmol) [prepared as described in Example 1 by substituting L-N-BOC-valine with DL-N-BOC-valine] in methylene chloride (1.5 ml). The reaction mixture was stirred for 2 h and then concentrated. Purification by flash chromatography with 20:1 methylene chloride: methanol as the eluant gave 1-{1-(RS)-[4-(3,4-dichlorobenzyl)piperazin-1-ylmethy... Procedure details: A mixture of ethyl 5-methoxy-2-methylindolin-3-ylacetate (2.0g.), 6-chloro-4-methyl-2-phenylpyrimidine (1.76g.) and concentrated hydrochloric acid (0.5ml.) in ethanol (50ml.) was heated under reflux for 5 hours. The solution was cooled, saturated sodium acetate solution (3ml.) was added, and the mixture was concentrated in vacuo. The residue was diluted with water (30ml.) and extracted with ethyl acetate (3 × 30ml.). The combined exracts were washed with water and then dried (Na2SO4), and the so... Product: COC=1C=C2C(C(N(C2=CC1)C1=CC(=NC(=N1)C1=CC=CC=C1)C)C)CC(=O)OCC (ethyl 5-methoxy-2-methyl-1-(4-methyl-2-phenylpyrimidin-6-yl)indolin-3-ylacetate). The solvent is C(C)O (ethanol). As a reaction SMILES: [CH3:1][O:2][C:3]1[CH:4]=[C:5]2[C:9](=[CH:10][CH:11]=1)[NH:8][CH:7]([CH3:12])[CH:6]2[CH2:13][C:14]([O:16][CH2:17][CH3:18])=[O:15].Cl[C:20]1[N:25]=[C:24]([C:26]2[CH:31]=[CH:30][CH:29]=[CH:28][CH:27]=2)[N:23]=[C:22]([CH3:32])[CH:21]=1.Cl.C([O-])(=O)C.[Na+]>C(O)C>[CH3:1][O:2][C:3]1[CH:4]=[C:5]2[C:9](=[CH:10][CH:11]=1)[N:8]([C:20]1[N:25]=[C:24]([C:26]3[CH:31]=[CH:30][CH:29]=[CH:28][CH:27]=3)[N:23]=[C:22]([CH3:32])[CH:21]=1)[CH:7]([CH3:12])[CH:6]2[CH2:13][C:14]([O:16][CH2:17][CH3:18])=[O:15] |f:3.4|. The reactants are C(C)(=O)[O-].[Na+] (sodium acetate), COC=1C=C2C(C(NC2=CC1)C)CC(=O)OCC (ethyl 5-methoxy-2-methylindolin-3-ylacetate), ClC1=CC(=NC(=N1)C1=CC=CC=C1)C (6-chloro-4-methyl-2-phenylpyrimidine), Cl (hydrochloric acid). The reactants are CC(C)(C)OC(=O)Nc1ccccc1N, CN1CCOCC1, CC(C)COC(=O)Cl, ClCCl, O, C=CC(=O)O. Yields the product C=CC(=O)Nc1ccccc1NC(=O)OC(C)(C)C. As a reaction SMILES: [C:21]([CH3:22])([CH3:23])([CH3:24])[O:25][C:26]([NH:27][c:28]1[c:29]([NH2:34])[cH:30][cH:31][cH:32][cH:33]1)=[O:35].[CH3:6][N:7]1[CH2:8][CH2:9][O:10][CH2:11][CH2:12]1.[Cl:13][C:14]([O:15][CH2:16][CH:17]([CH3:18])[CH3:19])=[O:20].[Cl:36][CH2:37][Cl:38].[OH2:39].[OH:1][C:2](=[O:3])[CH:4]=[CH2:5]>>[O:1]=[C:2]([CH:4]=[CH2:5])[NH:34][c:29]1[c:28]([NH:27][C:26]([O:25][C:21]([CH3:22])([CH3:23])[CH3:24])=[O:35])[cH:33][cH:32][cH:31][cH:30]1.